Task: describe an organic reaction: reactants, conditions, products, and yield. Dataset: the Open Reaction Database (ORD), a public repository of structured organic reaction records Reactants: COC=1C=C2CN(C(C2=CC1)=O)CCOC (5-methoxy-2-(2-methoxy-ethyl)-2,3-dihydro-isoindol-1-one), B(Br)(Br)Br (boron tribromide), CO (MeOH). Solvent: C(Cl)Cl (CH2Cl2). Reaction conditions: time 16 hour. Yields the product OC=1C=C2CN(C(C2=CC1)=O)CCO (5-Hydroxy-2-(2-hydroxy-ethyl)-2,3-dihydro-isoindol-1-one). Yield: 32.0%. RXN SMILES: C[O:2][C:3]1[CH:4]=[C:5]2[C:9](=[CH:10][CH:11]=1)[C:8](=[O:12])[N:7]([CH2:13][CH2:14][O:15]C)[CH2:6]2.B(Br)(Br)Br.CO>C(Cl)Cl>[OH:2][C:3]1[CH:4]=[C:5]2[C:9](=[CH:10][CH:11]=1)[C:8](=[O:12])[N:7]([CH2:13][CH2:14][OH:15])[CH2:6]2. Procedure: A mixture of 5-methoxy-2-(2-methoxy-ethyl)-2,3-dihydro-isoindol-1-one (150 mg, 0.68 mmol) and boron tribromide (1 M in CH2Cl2, 1.4 mL, 1.36 mmol) in CH2Cl2 (8 mL) at −78° C. was stirred for 16 h at RT. The mixture was then cooled to −78° C. and MeOH (25 mL) was added. After 1 h at −78° C. the mixture was evaporated and the residue purified by chromatography (SiO2, CH2Cl2:2N NH3-MeOH 98:2 to 90:10) to afford the title product (42 mg, 32%) as a light orange solid. MS m/e=193.3 (M+). Starting materials: BrC=1C=C(C(=O)O)C=CC1 (3-bromobenzoic acid), N,N'-carbonyldiimidazole, NC1=NC2=NC(=CC=C2C=C1)C1=CC=C(C=C1)Cl (2-amino-7-(4-chlorophenyl)-1,8-naphthyridine). Run in O (water), CN(C=O)C (dimethylformamide), C(C)#N (acetonitrile). Conditions: temperature 4 celsius. The product is ClC1=CC=C(C=C1)C1=CC=C2C=CC(=NC2=N1)NC(C1=CC(=CC=C1)Br)=O (N-[7-(4-Chlorophenyl)1,8-naphthyridin-2-yl]-3-bromobenzamide). Isolated yield 45.3%. Reaction SMILES: [Br:1][C:2]1[CH:3]=[C:4]([CH:8]=[CH:9][CH:10]=1)[C:5]([OH:7])=O.[NH2:11][C:12]1[CH:21]=[CH:20][C:19]2[C:14](=[N:15][C:16]([C:22]3[CH:27]=[CH:26][C:25]([Cl:28])=[CH:24][CH:23]=3)=[CH:17][CH:18]=2)[N:13]=1>O.CN(C)C=O.C(#N)C>[Cl:28][C:25]1[CH:24]=[CH:23][C:22]([C:16]2[N:15]=[C:14]3[C:19]([CH:20]=[CH:21][C:12]([NH:11][C:5](=[O:7])[C:4]4[CH:8]=[CH:9][CH:10]=[C:2]([Br:1])[CH:3]=4)=[N:13]3)=[CH:18][CH:17]=2)=[CH:27][CH:26]=1. Reported procedure: The procedure is analogous to that described in Example 11, but starting with 3-bromobenzoic acid (2.1 g), N,N'-carbonyldiimidazole (1.6 g) and 2-amino-7-(4-chlorophenyl)-1,8-naphthyridine (1.8 g). The product obtained by precipitation in water (2.2 g; m.p. 210° C.) is dissolved in a boiling mixture of dimethylformamide (20 cc) and acetonitrile (100 cc). After cooling for 4 hours at 4° C., the crystallized solid is separated by filtration, washed with acetonitrile (3×10 cc) and dried at 40° C. u... The reactants are Cl (hydrochloric acid), C(C)(C)(C)NC1CCCCC1 (tert.-butyl-cyclohexyl-amine), N(=O)[O-].[Na+] (sodium nitrite). Solvent: O (water). Reaction conditions: temperature 90 celsius. Yields the product N(=O)N(C1CCCCC1)C(C)(C)C (N-Nitroso-tert.-butyl-cyclohexyl-amine). As a reaction SMILES: Cl.[C:2]([NH:6][CH:7]1[CH2:12][CH2:11][CH2:10][CH2:9][CH2:8]1)([CH3:5])([CH3:4])[CH3:3].[N:13]([O-])=[O:14].[Na+]>O>[N:13]([N:6]([C:2]([CH3:5])([CH3:3])[CH3:4])[CH:7]1[CH2:12][CH2:11][CH2:10][CH2:9][CH2:8]1)=[O:14] |f:2.3|. Procedure details: A mixture consisting of 13.2 ml of 10N hydrochloric acid, 50 ml of water, 18.8 g of tert.-butyl-cyclohexyl-amine and 17.9 g of sodium nitrite is heated at 90° C. for 3 hours. On cooling, a solid precipitates and is filtered off with suction. Yield: 16.3 g melting point: 87° C. Starting materials: BrC=1C(=C(COC(=O)N2[C@@H](CN(CC2)C(=O)OC(C)(C)C)CC)C(=CC1)F)F ((R)-2-ethyl-piperazine-1,4-dicarboxylic acid 4-tert-butyl ester 1-(3-bromo-2,6-difluoro-benzyl) ester), CB1OB(OB(O1)C)C (trimethylboroxine), C([O-])([O-])=O.[K+].[K+] (potassium carbonate). The reagents and catalysts are C=1C=CC(=CC1)[P](C=2C=CC=CC2)(C=3C=CC=CC3)[Pd]([P](C=4C=CC=CC4)(C=5C=CC=CC5)C=6C=CC=CC6)([P](C=7C=CC=CC7)(C=8C=CC=CC8)C=9C=CC=CC9)[P](C=1C=CC=CC1)(C=1C=CC=CC1)C=1C=CC=CC1 (tetrakis(triphenylphosphine)palladium). Solvent: O1CCOCC1 (dioxane). Reaction conditions: time 6 hour. Yields the product FC1=C(COC(=O)N2[C@@H](CN(CC2)C(=O)OC(C)(C)C)CC)C(=CC=C1C)F ((R)-2-Ethyl-piperazine-1,4-dicarboxylic acid 4-tert-butyl ester 1-(2,6-difluoro-3-methyl-benzyl) ester). The yield is 82.3%. As a reaction SMILES: Br[C:2]1[C:3]([F:28])=[C:4]([C:24]([F:27])=[CH:25][CH:26]=1)[CH2:5][O:6][C:7]([N:9]1[CH2:14][CH2:13][N:12]([C:15]([O:17][C:18]([CH3:21])([CH3:20])[CH3:19])=[O:16])[CH2:11][C@H:10]1[CH2:22][CH3:23])=[O:8].[CH3:29]B1OB(C)OB(C)O1.C(=O)([O-])[O-].[K+].[K+]>O1CCOCC1.C1C=CC([P]([Pd]([P](C2C=CC=CC=2)(C2C=CC=CC=2)C2C=CC=CC=2)([P](C2C=CC=CC=2)(C2C=CC=CC=2)C2C=CC=CC=2)[P](C2C=CC=CC=2)(C2C=CC=CC=2)C2C=CC=CC=2)(C2C=CC=CC=2)C2C=CC=CC=2)=CC=1>[F:28][C:3]1[C:2]([CH3:29])=[CH:26][CH:25]=[C:24]([F:27])[C:4]=1[CH2:5][O:6][C:7]([N:9]1[CH2:14][CH2:13][N:12]([C:15]([O:17][C:18]([CH3:21])([CH3:20])[CH3:19])=[O:16])[CH2:11][C@H:10]1[CH2:22][CH3:23])=[O:8] |f:2.3.4,^1:53,55,74,93|. Reported procedure: A mixture of (R)-2-ethyl-piperazine-1,4-dicarboxylic acid 4-tert-butyl ester 1-(3-bromo-2,6-difluoro-benzyl) ester (226 mg), tetrakis(triphenylphosphine)palladium (56 mg), trimethylboroxine (122 mg) and potassium carbonate (200 mg) in dioxane (5 mL) was heated to reflux with stirring for 6 h. The cooled was mixture was partitioned between water and ethylacetate. The water phase was extracted once with ethylacetate, organic phases were pooled and dried with Na2SO4 to yield after evaporation a dar... Reactants: CC(=O)O, O=C1CCC(=O)N1Cl, CC(C)(C)OC(=O)N1CCC(Nc2ncnc3sccc23)CC1. Yields the product CC(C)(C)OC(=O)N1CCC(Nc2ncnc3sc(Cl)cc23)CC1. Reaction SMILES: [CH3:32][C:33](=[O:34])[OH:35].[Cl:24][N:25]1[C:26](=[O:27])[CH2:28][CH2:29][C:30]1=[O:31].[n:1]1[cH:2][n:3][c:4]([NH:10][CH:11]2[CH2:12][CH2:13][N:14]([C:17](=[O:18])[O:19][C:20]([CH3:21])([CH3:22])[CH3:23])[CH2:15][CH2:16]2)[c:5]2[c:6]1[s:7][cH:8][cH:9]2>>[n:1]1[cH:2][n:3][c:4]([NH:10][CH:11]2[CH2:12][CH2:13][N:14]([C:17](=[O:18])[O:19][C:20]([CH3:21])([CH3:22])[CH3:23])[CH2:15][CH2:16]2)[c:5]2[c:6]1[s:7][c:8]([Cl:24])[cH:9]2. Reactants: FC=1C=C(C#N)C=CC1C(F)(F)F (3-fluoro-4-(trifluoromethyl)benzonitrile), N1CCCCC1 (piperidine), C(C)OC(C)=O (ethylacetate). Solvent: CS(=O)C (DMSO). Reaction conditions: temperature 55 celsius, time 43 hour. Product: N1(CCCCC1)C=1C=C(C#N)C=CC1C(F)(F)F (3-piperidin-1-yl-4-(trifluoromethyl)benzonitrile). Yield: 87.3%. Reaction SMILES: F[C:2]1[CH:3]=[C:4]([CH:7]=[CH:8][C:9]=1[C:10]([F:13])([F:12])[F:11])[C:5]#[N:6].[NH:14]1[CH2:19][CH2:18][CH2:17][CH2:16][CH2:15]1.C(OC(=O)C)C>CS(C)=O>[N:14]1([C:2]2[CH:3]=[C:4]([CH:7]=[CH:8][C:9]=2[C:10]([F:13])([F:12])[F:11])[C:5]#[N:6])[CH2:19][CH2:18][CH2:17][CH2:16][CH2:15]1. Procedure details: To a solution of 3-fluoro-4-(trifluoromethyl)benzonitrile (300 mg, 1.59 mmol) in DMSO (5.0 mL) was added piperidine (675 mg, 7.93 mmol), and the mixture was stirred for 43 hours at 55° C. After the mixture was cooled to room temperature, ethylacetate was added and washed with water then brine. The organic layer was dried over MgSO4, filtered, and concentrated under reduced pressure. The obtained residue was purified by column chromatography on silica gel (hexane:ethylacetate=10:1) to afford 3-pi...